Dataset: the Open Reaction Database (ORD), a public repository of structured organic reaction records. Task: describe an organic reaction: reactants, conditions, products, and yield Reactants: OC=1C=C2C=CC(OC2=CC1)=O (6-hydroxycoumarin), C(\C=C(/C)\CCC=C(C)C)Br (Geranyl bromide), [H-].[Na+] (Sodium hydride). Solvent: CN(C)C=O (DMF), CN(C)C=O (DMF). Run at temperature 0 celsius. The product is C\C(=C/COC=1C=C2C=CC(OC2=CC1)=O)\CCC=C(C)C ((E)-6-((3,7-dimethylocta-2,6-dien-1-yl)oxy)-2H-chromen-2-one). As a reaction SMILES: [OH:1][C:2]1[CH:3]=[C:4]2[C:9](=[CH:10][CH:11]=1)[O:8][C:7](=[O:12])[CH:6]=[CH:5]2.[H-].[Na+].[CH2:15](Br)/[CH:16]=[C:17](/[CH2:19][CH2:20][CH:21]=[C:22]([CH3:24])[CH3:23])\[CH3:18]>CN(C=O)C>[CH3:18]/[C:17](/[CH2:19][CH2:20][CH:21]=[C:22]([CH3:24])[CH3:23])=[CH:16]\[CH2:15][O:1][C:2]1[CH:3]=[C:4]2[C:9](=[CH:10][CH:11]=1)[O:8][C:7](=[O:12])[CH:6]=[CH:5]2 |f:1.2|. Procedure: An oven-dried 50 mL round bottom flask was prepared with a magnetic stirring bar, a rubber septum cover, and a nitrogen inlet. 6-hydroxycoumarin (1) (114 mg, 0.7 mmol) and 4 mL of anhydrous DMF were added to the round bottom flask. The solution was stirred and cooled to 0° C. in a salt-ice bath. Sodium hydride (28 mg of 60% mineral oil suspension, 0.7 mmol) was added to the flask and the solution was kept stirring at 0° C. for 30 minutes. Geranyl bromide (329 μL, 1.66 mmol) in 1 mL of anhydrous ... Reactants: O=C1C[C@H](C[C@@H](C1)O[Si](C)(C)C(C)(C)C)CC(=O)[O-] (3-oxo-5-(tert.butyldimethylsilyloxy)-(1S, 5S)-cyclohexylacetate), CS(=O)C (DMSO). Run in P(=O)([O-])([O-])[O-] (phosphate). Reaction conditions: time 48 hour. Product: O[C@H]1CC(C[C@H](C1)O[Si](C)(C)C(C)(C)C)=O (3-hydroxy-5-(tert-butyldimethylsilyloxy)-(3R,5S)-cyclohexan-1-one). Isolated yield 75.0%. Reaction SMILES: [O:1]=[C:2]1[CH2:7][C@@H:6]([O:8][Si:9]([C:12]([CH3:15])([CH3:14])[CH3:13])([CH3:11])[CH3:10])[CH2:5][C@H:4](CC([O-])=O)[CH2:3]1.CS(C)=[O:22]>P([O-])([O-])([O-])=O>[OH:22][C@@H:4]1[CH2:5][C@H:6]([O:8][Si:9]([C:12]([CH3:15])([CH3:14])[CH3:13])([CH3:11])[CH3:10])[CH2:7][C:2](=[O:1])[CH2:3]1. Reported procedure: 3-Oxo-5-(tert.butyldimethylsilyloxy)-(1S, 5S)-cyclohexylacetate (6, 1.2 parts, 4.2 mmol ) was dissolved in DMSO (10 parts) and 0.1 M phosphate buffer (pH 6.5, 90 parts). To the mixture, PLE (0.1 parts) was added and the reaction mixture was stirred for 48 hr at room temperature. It was filtered through ceilite and filtrate was extracted with ethyl acetate (3×100 parts). Organic extracts were combined and washed with brine. Organic layer was dried on anhydrous sodium sulphate and concentrated und... Procedure: Two grams of 1-isopropyl-8β-cyclohexyloxycarbonylergoline maleate were converted to the free base by partitioning between 100 ml of (CH2Cl)2 and 100 ml. of saturated aqueous sodium bicarbonate. The free base passed into the organic layer. The organic layer was separated and the solvent evaporated therefrom. The resulting residue was dissolved in 15 ml of DMF, and 0.67 g of potassium carbonate and 0.75 g of ethyl iodide added to the solution. This reaction mixture was stirred at ambient temperatu... Conditions: time 3 day. Reactants: C(\C=C/C(=O)O)(=O)O.C(C)(C)N1C=C2C[C@H]3NC[C@@H](C[C@@H]3C=3C=CC=C1C32)C(=O)OC3CCCCC3 (1-isopropyl-8β-cyclohexyloxycarbonylergoline maleate), hydrochloride salt, Cl (HCl). Yields the product C(C)(C)N1C=C2C[C@H]3N(C[C@@H](C[C@@H]3C=3C=CC=C1C32)C(=O)OC3CCCCC3)CC (1-Isopropyl-6-ethyl-8β-cyclohexyloxycarbonylergoline). As a reaction SMILES: [C:1](O)(=O)/[CH:2]=C\C(O)=O.[CH:9]([N:12]1[C:26]2[C:27]3[C:14]([CH2:15][C@@H:16]4[C@@H:21]([C:22]=3[CH:23]=[CH:24][CH:25]=2)[CH2:20][C@@H:19]([C:28]([O:30][CH:31]2[CH2:36][CH2:35][CH2:34][CH2:33][CH2:32]2)=[O:29])[CH2:18][NH:17]4)=[CH:13]1)([CH3:11])[CH3:10].Cl>C(OCC)(=O)C>[CH:9]([N:12]1[C:26]2[C:27]3[C:14]([CH2:15][C@@H:16]4[C@@H:21]([C:22]=3[CH:23]=[CH:24][CH:25]=2)[CH2:20][C@@H:19]([C:28]([O:30][CH:31]2[CH2:36][CH2:35][CH2:34][CH2:33][CH2:32]2)=[O:29])[CH2:18][N:17]4[CH2:1][CH3:2])=[CH:13]1)([CH3:11])[CH3:10] |f:0.1|. Run in C(C)(=O)OCC (ethyl acetate). Starting materials: CCOC(=O)Nc1ccc(-c2cnc(COCc3cc4ccccc4o3)o2)cc1, NCCN1CCCC1. Product: O=C(NCCN1CCCC1)Nc1ccc(-c2cnc(COCc3cc4ccccc4o3)o2)cc1. RXN SMILES: [CH2:1]([O:3][C:4](=[O:2])[NH:5][c:6]1[cH:7][cH:8][c:9](-[c:12]2[cH:13][n:14][c:15]([CH2:17][O:18][CH2:19][c:20]3[o:21][c:22]4[c:23]([cH:24]3)[cH:25][cH:26][cH:27][cH:28]4)[o:16]2)[cH:10][cH:11]1)[CH3:29].[NH2:30][CH2:31][CH2:32][N:33]1[CH2:34][CH2:35][CH2:36][CH2:37]1>>[O:3]=[C:4]([NH:5][c:6]1[cH:7][cH:8][c:9](-[c:12]2[cH:13][n:14][c:15]([CH2:17][O:18][CH2:19][c:20]3[o:21][c:22]4[c:23]([cH:24]3)[cH:25][cH:26][cH:27][cH:28]4)[o:16]2)[cH:10][cH:11]1)[NH:30][CH2:31][CH2:32][N:33]1[CH2:34][CH2:35][CH2:36][CH2:37]1. The reactants are N1N=CN=C1 (1H-1,2,4-triazole), BrC=1C=C(C(=C(C#N)C1)N1N=CN=C1)C (5-Bromo-3-methyl-2-(1H-1,2,4-triazol-1-yl)benzonitrile), BrC=1C=C(C(=C(C#N)C1)F)C (5-bromo-2-fluoro-3-methylbenzonitrile), C(=O)([O-])[O-].[K+].[K+] (K2CO3). The solvent is CN(C)C=O (DMF), O (water). Reaction conditions: temperature 140 celsius. The product is CC=1C(=C(C#N)C=C(C1)C=C)N1N=CN=C1 (3-Methyl-2-(1H-1,2,4-triazol-1-yl)-5-vinylbenzonitrile). Isolated yield 49.0%. Reaction SMILES: Br[C:2]1[CH:3]=[C:4]([CH3:15])[C:5]([N:10]2[CH:14]=[N:13][CH:12]=[N:11]2)=[C:6]([CH:9]=1)[C:7]#[N:8].Br[C:17]1C=C(C)C(F)=C([CH:24]=1)C#N.C([O-])([O-])=O.[K+].[K+].N1C=NC=N1>CN(C=O)C.O>[CH3:15][C:4]1[C:5]([N:10]2[CH:14]=[N:13][CH:12]=[N:11]2)=[C:6]([CH:9]=[C:2]([CH:17]=[CH2:24])[CH:3]=1)[C:7]#[N:8] |f:2.3.4|. Procedure details: 5-Bromo-3-methyl-2-(1H-1,2,4-triazol-1-yl)benzonitrile (DI71): To a stirred solution of 5-bromo-2-fluoro-3-methylbenzonitrile (1.0 g, 47.716 mmol), in DMF (10.0 mL) was added K2CO3 (1.95 g, 14.14 mmol) followed by 1H-1,2,4-triazole (0.811 g, 9.433 mmol) at ambient temperature. The reaction mixture was heated to 140° C. for 18 h. The reaction mixture was cooled to ambient temperature, diluted with water and extracted with EtOAc (2×100 mL). The combined EtOAc layer was washed with brine and dried ... Run in CN(C)C=O (DMF). RXN SMILES: [OH:1][C@H:2]1[CH2:7][CH2:6][C@H:5]([C:8]([O:10][CH2:11][CH3:12])=[O:9])[CH2:4][CH2:3]1.[C:13]([Si:17](Cl)([C:24]1[CH:29]=[CH:28][CH:27]=[CH:26][CH:25]=1)[C:18]1[CH:23]=[CH:22][CH:21]=[CH:20][CH:19]=1)([CH3:16])([CH3:15])[CH3:14].N1C=CN=C1>CN(C=O)C>[Si:17]([O:1][C@H:2]1[CH2:3][CH2:4][C@H:5]([C:8]([O:10][CH2:11][CH3:12])=[O:9])[CH2:6][CH2:7]1)([C:13]([CH3:16])([CH3:15])[CH3:14])([C:24]1[CH:25]=[CH:26][CH:27]=[CH:28][CH:29]=1)[C:18]1[CH:23]=[CH:22][CH:21]=[CH:20][CH:19]=1. Reported procedure: A solution of ethyl trans-4-hydroxycyclohexanecarboxylate (5 g), tert-butyl(chloro)diphenylsilane (7.93 mL) and imidazole (2.17 g) in DMF (50 mL) was stirred at room temperature overnight and extracted with ethyl acetate and water. The obtained organic layer was washed with saturated brine, dried over anhydrous magnesium sulfate, and concentrated under reduced pressure. The obtained residue was purified by silica gel chromatography (hexane/ethyl acetate) to give the title compound (10.1 g). Product: [Si](C1=CC=CC=C1)(C1=CC=CC=C1)(C(C)(C)C)O[C@@H]1CC[C@H](CC1)C(=O)OCC (ethyl trans-4-{[tert-butyl(diphenyl)silyl]oxy}cyclohexanecarboxylate). The reactants are O[C@@H]1CC[C@H](CC1)C(=O)OCC (ethyl trans-4-hydroxycyclohexanecarboxylate), C(C)(C)(C)[Si](C1=CC=CC=C1)(C1=CC=CC=C1)Cl (tert-butyl(chloro)diphenylsilane), N1C=NC=C1 (imidazole).